Dataset: the Open Reaction Database (ORD), a public repository of structured organic reaction records. Task: describe an organic reaction: reactants, conditions, products, and yield Starting materials: O=C(OCCl)c1cccc(Br)c1, CN(C)C=O, [Cl-], O=c1nc(-c2cc(C(F)(F)F)ccn2)[nH]o1, [H-], [NH4+], [Na+]. Yields the product O=C(OCn1c(-c2cc(C(F)(F)F)ccn2)noc1=O)c1cccc(Br)c1. As a reaction SMILES: [Br:19][c:20]1[cH:21][c:22]([C:23](=[O:24])[O:25][CH2:26][Cl:27])[cH:28][cH:29][cH:30]1.[CH3:33][N:34]([CH3:35])[CH:36]=[O:37].[Cl-:31].[F:3][C:4]([c:5]1[cH:6][c:7](-[c:11]2[nH:12][o:13][c:14](=[O:16])[n:15]2)[n:8][cH:9][cH:10]1)([F:17])[F:18].[H-:1].[NH4+:32].[Na+:2]>>[F:3][C:4]([c:5]1[cH:6][c:7](-[c:11]2[n:12][o:13][c:14](=[O:16])[n:15]2[CH2:26][O:25][C:23]([c:22]2[cH:21][c:20]([Br:19])[cH:30][cH:29][cH:28]2)=[O:24])[n:8][cH:9][cH:10]1)([F:17])[F:18]. The reactants are FB(F)F, CC(=O)OCC1OC(OC(=N)C(Cl)(Cl)Cl)C(OC(C)=O)C(OC(C)=O)C1OC(C)=O, O=C([O-])O, CCOCC, COCOCCc1ccc(Cc2ccc(OC)cc2O)cc1, ClCCl, [Na+]. Product: COCOCCc1ccc(Cc2ccc(OC)cc2OC2OC(COC(C)=O)C(OC(C)=O)C(OC(C)=O)C2OC(C)=O)cc1. As a reaction SMILES: [B:58]([F:59])([F:60])[F:61].[C:23]([CH3:24])(=[O:25])[O:26][CH:27]1[CH:28]([O:29][C:30](=[NH:31])[C:32]([Cl:33])([Cl:34])[Cl:35])[O:36][CH:37]([CH2:48][O:49][C:50]([CH3:51])=[O:52])[CH:38]([O:44][C:45]([CH3:46])=[O:47])[CH:39]1[O:40][C:41]([CH3:42])=[O:43].[C:62](=[O:63])([O-:64])[OH:65].[CH2:53]([O:54][CH2:55][CH3:56])[CH3:57].[CH3:1][O:2][c:3]1[cH:4][cH:5][c:6]([CH2:10][c:11]2[cH:12][cH:13][c:14]([CH2:17][CH2:18][O:19][CH2:20][O:21][CH3:22])[cH:15][cH:16]2)[c:7]([OH:9])[cH:8]1.[Cl:67][CH2:68][Cl:69].[Na+:66]>>[CH3:1][O:2][c:3]1[cH:4][cH:5][c:6]([CH2:10][c:11]2[cH:12][cH:13][c:14]([CH2:17][CH2:18][O:19][CH2:20][O:21][CH3:22])[cH:15][cH:16]2)[c:7]([O:9][CH:28]2[CH:27]([O:26][C:23]([CH3:24])=[O:25])[CH:39]([O:40][C:41]([CH3:42])=[O:43])[CH:38]([O:44][C:45]([CH3:46])=[O:47])[CH:37]([CH2:48][O:49][C:50]([CH3:51])=[O:52])[O:36]2)[cH:8]1. Conditions: temperature 95 celsius. Reported procedure: A mixture of 11-4 (1.7 g, 5.6 mmol) and benzylamine (8 mL, 73.2 mmol) was heated in a sealed-tube at 95° C. for 24 hr. The crude reaction mixture was purified using silica gel flash chromatography (EtOAc/hexanes 1:3 to 1:1) to afford the desired product 11-5 as an oil. Starting materials: C(C)OC(C=CC=1C=NC(=CC1)N(C)C(=O)OC(C)(C)C)=O (3-[6-(tert-Butoxycarbonyl-methyl-amino)-pyridin-3-yl]-acrylic acid ethyl ester), C(C1=CC=CC=C1)N (benzylamine). Reaction SMILES: [CH2:1]([O:3][C:4](=[O:22])[CH:5]=[CH:6][C:7]1[CH:8]=[N:9][C:10]([N:13]([C:15]([O:17][C:18]([CH3:21])([CH3:20])[CH3:19])=[O:16])[CH3:14])=[CH:11][CH:12]=1)[CH3:2].[CH2:23]([NH2:30])[C:24]1[CH:29]=[CH:28][CH:27]=[CH:26][CH:25]=1>>[CH2:1]([O:3][C:4](=[O:22])[CH2:5][CH:6]([NH:30][CH2:23][C:24]1[CH:29]=[CH:28][CH:27]=[CH:26][CH:25]=1)[C:7]1[CH:8]=[N:9][C:10]([N:13]([C:15]([O:17][C:18]([CH3:21])([CH3:20])[CH3:19])=[O:16])[CH3:14])=[CH:11][CH:12]=1)[CH3:2]. The product is C(C)OC(CC(C=1C=NC(=CC1)N(C)C(=O)OC(C)(C)C)NCC1=CC=CC=C1)=O (3-Benzylamino-3-[6-(tert-butoxycarbonyl-methyl-amino)-pyridin-3-yl]-propionic acid ethyl ester). Starting materials: I(=O)(=O)[O-] (iodate), N (ammonia), potassium iododichloride, ICl (iodine chloride), [Cl-].[K+] (potassium chloride), CN1CCC=2C=C3C(=C(C2[C@@H]1[C@@H]4C=5C=CC(=C(C5C(=O)O4)OC)OC)OC)OCO3 (noscapine), N1=CC=CC=C1.ICl (pyridine iodine chloride), [Cl-].[K+] (potassium chloride), potassium iododichloride, Cl (hydrochloric acid), [Cl-].[K+] (potassium chloride), [I-] (iodide). Solvent: C(C)#N (acetonitrile), N1=CC=CC=C1 (pyridine). Reaction conditions: temperature 100 celsius. Product: COC1=CC=C2COC(C2=C1OC)=O (6,7-dimethoxyisobenzofuran-1 (3H)-one), desired compound. The yield is 76.0%. Reaction SMILES: Cl.[Cl-].[K+].ICl.[I-].I([O-])(=O)=O.CN1[C@@H]([C@H:22]2[O:31][C:29](=[O:30])[C:28]3[C:27]([O:32][CH3:33])=[C:26]([O:34][CH3:35])[CH:25]=[CH:24][C:23]2=3)C2C(OC)=C3OCOC3=CC=2CC1.N1C=CC=CC=1.ICl.N>C(#N)C.N1C=CC=CC=1>[CH3:35][O:34][C:26]1[C:27]([O:32][CH3:33])=[C:28]2[C:23]([CH2:22][O:31][C:29]2=[O:30])=[CH:24][CH:25]=1 |f:1.2,7.8|. Procedure details: Since iodine is the least reactive halogen towards electrophilic substitution, direct iodination of aromatic compounds with iodine presents difficulty and requires strong oxidizing conditions. Thus, a large diversity of methods for synthesis of aromatic iodides have been reported [36]. Some of these reported procedures involved harsh conditions such as nitric acid-sulfuric acid system (HNO3/H2SO4), iodic acid (HIO3) or periodic acid (HIO4/H2SO4), potassium permanganate-sulfuric acid system (KMnO... Starting materials: [BH4-], O=C([O-])O, CNC(=O)c1ccc2ccn(C3CCN(CCc4c(OC)ccc5c4OC(C)(C)CC5=O)CC3)c2c1, CO, [Na+], [Na+]. The product is CNC(=O)c1ccc2ccn(C3CCN(CCc4c(OC)ccc5c4OC(C)(C)CC5O)CC3)c2c1. Reaction SMILES: [BH4-:37].[C:39](=[O:40])([OH:41])[O-:42].[CH3:1][O:2][c:3]1[cH:4][cH:5][c:6]2[c:11]([c:12]1[CH2:13][CH2:14][N:15]1[CH2:16][CH2:17][CH:18]([n:21]3[cH:22][cH:23][c:24]4[cH:25][cH:26][c:27]([C:30](=[O:31])[NH:32][CH3:33])[cH:28][c:29]34)[CH2:19][CH2:20]1)[O:10][C:9]([CH3:34])([CH3:35])[CH2:8][C:7]2=[O:36].[CH3:44][OH:45].[Na+:38].[Na+:43]>>[CH3:1][O:2][c:3]1[cH:4][cH:5][c:6]2[c:11]([c:12]1[CH2:13][CH2:14][N:15]1[CH2:16][CH2:17][CH:18]([n:21]3[cH:22][cH:23][c:24]4[cH:25][cH:26][c:27]([C:30](=[O:31])[NH:32][CH3:33])[cH:28][c:29]34)[CH2:19][CH2:20]1)[O:10][C:9]([CH3:34])([CH3:35])[CH2:8][CH:7]2[OH:36]. Starting materials: NCC(=O)O.[Na+].[Cl-].[OH-].[Na+] (glycine NaCl NaOH), pullulan, [N+](=O)([O-])C1=C(C(C(=O)O)=CC(=C1)[N+](=O)[O-])O (3,5-dinitrosalicylic acid), C[C@]1(C=2C=CC=C(C2C(=O)C3=C([C@]4([C@@H](C[C@@H]31)[C@@H](C(=C(C4=O)C(=O)N)O)N(C)C)O)O)O)O (tetracycline), C[C@]1(C=2C=CC=C(C2C(=O)C3=C([C@]4([C@@H](C[C@@H]31)[C@@H](C(=C(C4=O)C(=O)N)O)N(C)C)O)O)O)O (tetracycline), sugar. Run at temperature 37 celsius, time 8 hour. The product is sugar, O=C[C@H](O)[C@@H](O)[C@H](O)[C@H](O)CO (glucose). Reaction SMILES: C[C@]1(O)[C@@H]2C(=[C:12]([OH:30])[C@:13]3([OH:29])[C:20](=[O:21])[C:19](C(N)=O)=[C:18]([OH:25])[C@@H:17](N(C)C)[C@@H]3C2)C(=O)C2C(O)=CC=CC1=2.NCC(O)=[O:36].[Na+].[Cl-].[OH-:40].[Na+].[N+](C1C=C([N+]([O-])=O)C=C(C(O)=O)C=1O)([O-])=O>>[O:40]=[CH:17][C@@H:18]([C@H:19]([C@@H:20]([C@@H:13]([CH2:12][OH:30])[OH:29])[OH:21])[OH:36])[OH:25] |f:1.2.3.4.5|. Procedure: One ml of a culture of strain HB101(pPU100) which had been cultured overnight using 5 ml of an LB medium (containing tetracycline) was inoculated into 100 ml of an LB medium (containing tetracycline), followed by shaking culture at 37° C. for 24 hours. Subsequently, the cells collected through centrifugal separation were suspended in Tris-HCl buffer (pH 8.0) and the cells were disrupted by sonication. The cell debris was removed by centrifugal separation, and the supernatant was used as a cell-f...